From a dataset of the Open Reaction Database (ORD), a public repository of structured organic reaction records. describe an organic reaction: reactants, conditions, products, and yield The reactants are NCCN1C(C(=C(C2=NC=C(C=C12)CC1=CC=C(C=C1)F)O)C(=O)NCCCN1CCOCC1)=O (1-(2-aminoethyl)-7-[(4-fluorophenyl)methyl]-4-hydroxy-N-[3-(4-morpholinyl)propyl]-2-oxo-1,2-dihydro-1,5-naphthyridine-3-carboxamide), C(C)(C)N(CC)C(C)C (diisopropyl ethylamine), ClC(=O)OC (methyl chloroformate), CN(C)C=O (DMF). The product is FC1=CC=C(C=C1)CC1=CN=C2C(=C(C(N(C2=C1)CCNC(=O)N1CCOCC1)=O)C(=O)NCCCN1CCOCC1)O (7-[(4-fluorophenyl)methyl]-4-hydroxy-1-{2-[(4-morpholinylcarbonyl)amino]ethyl}-N-[3-(4-morpholinyl)propyl]-2-oxo-1,2-dihydro-1,5-naphthyridine-3-carboxamide). As a reaction SMILES: [NH2:1][CH2:2][CH2:3][N:4]1[C:13]2[C:8](=[N:9][CH:10]=[C:11]([CH2:14][C:15]3[CH:20]=[CH:19][C:18]([F:21])=[CH:17][CH:16]=3)[CH:12]=2)[C:7]([OH:22])=[C:6]([C:23]([NH:25][CH2:26][CH2:27][CH2:28][N:29]2[CH2:34][CH2:33][O:32][CH2:31][CH2:30]2)=[O:24])[C:5]1=[O:35].C(N(C(C)C)CC)(C)C.Cl[C:46]([O:48][CH3:49])=O.[CH3:50][N:51]([CH:53]=[O:54])[CH3:52]>>[F:21][C:18]1[CH:17]=[CH:16][C:15]([CH2:14][C:11]2[CH:12]=[C:13]3[C:8]([C:7]([OH:22])=[C:6]([C:23]([NH:25][CH2:26][CH2:27][CH2:28][N:29]4[CH2:30][CH2:31][O:32][CH2:33][CH2:34]4)=[O:24])[C:5](=[O:35])[N:4]3[CH2:3][CH2:2][NH:1][C:53]([N:51]3[CH2:52][CH2:49][O:48][CH2:46][CH2:50]3)=[O:54])=[N:9][CH:10]=2)=[CH:20][CH:19]=1. Procedure: A solution of 1-(2-aminoethyl)-7-[(4-fluorophenyl)methyl]-4-hydroxy-N-[3-(4-morpholinyl)propyl]-2-oxo-1,2-dihydro-1,5-naphthyridine-3-carboxamide (0.025 g, 0.052 mmol) and diisopropyl ethylamine (0.05 mL, 0.29 mmol) in DMF (5 mL) under nitrogen was treated with methyl chloroformate (0.008 mL, 0.07 mmol) at 40° C. for 1 h then 3½ h at ambient temperature. The reaction was concentrated in vacuo and the resulting residue was triturated with Et2O:MeOH, and concentrated again in vacuo, before tritura...